Task: describe an organic reaction: reactants, conditions, products, and yield. Dataset: the Open Reaction Database (ORD), a public repository of structured organic reaction records Yields the product N[C@@H]1C(N2[C@@H](SCC1)CCC[C@@H]2C(F)(F)F)=O ((4S,7R,10aS)-4-Amino-7-(trifluoromethyl)hexahydro-2H-pyrido[2,1-b][1,3]thiazepin-5(7H)-one). Reactants: O=C1N2[C@@H](SCC[C@@H]1NC(OCC1=CC=CC=C1)=O)CC[C@@H](C2)C(F)(F)F (Benzyl (4S,8S,10aS)-5-oxo-8-(trifluoromethyl)octahydro-2H-pyrido[2,1-b][1,3]thiazepin-4-ylcarbamate), NC(CCCCO)C(F)(F)F (5-amino-6,6,6-trifluorohexan-1-ol), N[C@@H]1C(N2[C@@H](SCC1)CC[C@@H](C2)C(F)(F)F)=O ((4S,8S,10aS)-4-Amino-8-(trifluoromethyl)hexahydro-2H-pyrido[2,1-b][1,3]thiazepin-5(7H)-one). Procedure details: (4S,7R,10aS)-4-Amino-7-(trifluoromethyl)hexahydro-2H-pyrido[2,1-b][1,3]thiazepin-5(7H)-one (39 mg, 0.15 mmol) was synthesized as described for the preparation of Intermediate 58 using 5-amino-6,6,6-trifluorohexan-1-ol in step A followed by the preparation of Intermediate 60. Anal. Calcd. for C10H15F3N2OS m/z 268.3. found: 269.0 (M+H)+; 1H NMR (400 MHz, CDCl3) δ ppm 5.29 (dd, J=4.4, 2.8 Hz, 1H), 5.13-4.99 (m, 1H), 3.95 (dd, J=10.6, 3.6 Hz, 1H), 3.07 (ddd, J=14.5, 10.0, 3.3 Hz, 1H), 2.74 (ddd, J=1... RXN SMILES: [O:1]=[C:2]1[C@@H:8]([NH:9]C(=O)OCC2C=CC=CC=2)[CH2:7][CH2:6][S:5][C@H:4]2[CH2:20][CH2:21][C@H:22](C(F)(F)F)[CH2:23][N:3]12.NC([C:35]([F:38])([F:37])[F:36])CCCCO.N[C@H]1CCS[C@H]2CC[C@H](C(F)(F)F)CN2C1=O>>[NH2:9][C@H:8]1[CH2:7][CH2:6][S:5][C@H:4]2[CH2:20][CH2:21][CH2:22][C@H:23]([C:35]([F:38])([F:37])[F:36])[N:3]2[C:2]1=[O:1]. Reactants: ClC1=C(C(=CC=C1)Cl)CC(=O)Cl ((2,6-dichlorophenyl)acetyl chloride), acid, NC[C@@H]1[C@H](C[C@@H](O1)N1C(=O)NC(=O)C(=C1)CC)OCC1=CC=CC=C1 (5'-amino-3'-O-benzyl-2',5'-dideoxy-5-ethyluridine). Run in C(C)OCC (diethyl ether), [OH-].[Na+] (sodium hydroxide). Run at time 10 minute. The product is C(C1=CC=CC=C1)O[C@H]1C[C@@H](O[C@@H]1CNC(CC1=C(C=CC=C1Cl)Cl)=O)N1C(=O)NC(=O)C(=C1)CC (3'-O-benzyl-5'-[2-(2,6-dichlorophenyl)acetamido]-2',5'-dideoxy-5-ethyluridine). Reaction SMILES: [Cl:1][C:2]1[CH:7]=[CH:6][CH:5]=[C:4]([Cl:8])[C:3]=1[CH2:9][C:10](Cl)=[O:11].[NH2:13][CH2:14][C@H:15]1[O:19][C@@H:18]([N:20]2[CH:27]=[C:26]([CH2:28][CH3:29])[C:24](=[O:25])[NH:23][C:21]2=[O:22])[CH2:17][C@@H:16]1[O:30][CH2:31][C:32]1[CH:37]=[CH:36][CH:35]=[CH:34][CH:33]=1>C(OCC)C.[OH-].[Na+]>[CH2:31]([O:30][C@@H:16]1[C@@H:15]([CH2:14][NH:13][C:10](=[O:11])[CH2:9][C:3]2[C:2]([Cl:1])=[CH:7][CH:6]=[CH:5][C:4]=2[Cl:8])[O:19][C@@H:18]([N:20]2[CH:27]=[C:26]([CH2:28][CH3:29])[C:24](=[O:25])[NH:23][C:21]2=[O:22])[CH2:17]1)[C:32]1[CH:33]=[CH:34][CH:35]=[CH:36][CH:37]=1 |f:3.4|. Reported procedure: A solution of (2,6-dichlorophenyl)acetyl chloride (prepared from 103 mg of the acid) in 2 ml of diethyl ether was added to a solution of 173 mg of 5'-amino-3'-O-benzyl-2',5'-dideoxy-5-ethyluridine in 4.5 ml of 0.11M sodium hydroxide solution. The mixture was shaken vigorously for 10 minutes and then filtered. The solid was recrystallized from ethanol to give 120 mg of 3'-O-benzyl-5'-[2-(2,6-dichlorophenyl)acetamido]-2',5'-dideoxy-5-ethyluridine in the form of a white solid of melting point 174°-... The reactants are CCCCOC(=O)c1cc2cccc(OCc3ccccc3)c2[nH]1, CO. Yields the product CCCCOC(=O)c1cc2cccc(O)c2[nH]1. Reaction SMILES: [CH2:1]([CH2:2][CH2:3][CH3:4])[O:5][C:6](=[O:7])[c:8]1[nH:9][c:10]2[c:11]([O:17][CH2:18][c:19]3[cH:20][cH:21][cH:22][cH:23][cH:24]3)[cH:12][cH:13][cH:14][c:15]2[cH:16]1.[CH3:25][OH:26]>>[CH2:1]([CH2:2][CH2:3][CH3:4])[O:5][C:6](=[O:7])[c:8]1[nH:9][c:10]2[c:11]([OH:17])[cH:12][cH:13][cH:14][c:15]2[cH:16]1. Starting materials: O (Water), C(CCC)[Li] (n-Butyl-lithium), C1COC(CCCCC#C)O1 (heptan-1-yne-7-one ethylene ketal), C(=O)(OC)C1=CC=C(C=O)C=C1 (4-carbomethoxybenzaldehyde). Solvent: CCOCC (ether). Reaction conditions: time 40 minute. The product is C1COC(CCCC#CC(O)C2=CC=C(C=C2)C(=O)OC)(C)O1 (1-(4-carbomethoxyphenyl)-1-hydroxyoctan-2-yne-7-one ethylene ketal). Reaction SMILES: [CH2:1]([Li])CCC.[CH2:6]1[O:16][CH:9]([CH2:10][CH2:11][CH2:12][CH2:13][C:14]#C)[O:8][CH2:7]1.[C:17]([C:21]1[CH:28]=[CH:27][C:24]([CH:25]=[O:26])=[CH:23][CH:22]=1)([O:19][CH3:20])=[O:18].O>CCOCC>[CH2:7]1[O:8][C:9]([CH3:1])([CH2:10][CH2:11][CH2:12][C:13]#[C:14][CH:25]([C:24]2[CH:27]=[CH:28][C:21]([C:17]([O:19][CH3:20])=[O:18])=[CH:22][CH:23]=2)[OH:26])[O:16][CH2:6]1. Procedure details: n-Butyl-lithium (1 equivalent) was added dropwise under nitrogen to a solution of heptan-1-yne-7-one ethylene ketal (5.0 g) in ether at ice salt temperature and gave an intense red colour. The solution was stirred at this temperature for 40 minutes. This solution was added to a solution of 4-carbomethoxybenzaldehyde (5.3 g) at the same temperature and produced a grey precipitate. The mixture was left to warm to room temperature. Water was added, the layers separated and the ether layer dried (Mg... Reactants: [BH4-], CO, CCC=O, NC(=O)c1cccc2nc(-c3ccc(C4CCCNC4)cc3)oc12, [Na+]. Reaction SMILES: [BH4-:29].[CH3:31][OH:32].[CH:25]([CH2:26][CH3:27])=[O:28].[NH:1]1[CH2:2][CH:3]([c:7]2[cH:8][cH:9][c:10](-[c:13]3[o:14][c:15]4[c:16]([n:17]3)[cH:18][cH:19][cH:20][c:21]4[C:22](=[O:23])[NH2:24])[cH:11][cH:12]2)[CH2:4][CH2:5][CH2:6]1.[Na+:30]>>[N:1]1([CH2:25][CH2:26][CH3:27])[CH2:2][CH:3]([c:7]2[cH:8][cH:9][c:10](-[c:13]3[o:14][c:15]4[c:16]([n:17]3)[cH:18][cH:19][cH:20][c:21]4[C:22](=[O:23])[NH2:24])[cH:11][cH:12]2)[CH2:4][CH2:5][CH2:6]1. The product is CCCN1CCCC(c2ccc(-c3nc4cccc(C(N)=O)c4o3)cc2)C1.